Dataset: the Open Reaction Database (ORD), a public repository of structured organic reaction records. Task: describe an organic reaction: reactants, conditions, products, and yield The reactants are CS(=O)(=O)Cl (Methane sulphonyl chloride), BrC=1C=C(C=O)C=C(C1O)[N+](=O)[O-] (3-bromo-4-hydroxy-5-nitrobenzaldehyde), COC1=C(C=C(C=C1)O)CC1=NNC(C=C1)=O (4-methoxy-3-(6-oxo-3(1H)-pyridazinylmethyl)phenol). Solvent: N1=CC=CC=C1 (pyridine), N1=CC=CC=C1 (pyridine). Yields the product BrC=1C=C(C=O)C=C(C1OC1=CC(=C(C=C1)OC)CC1=NNC(C=C1)=O)[N+](=O)[O-] (3-bromo-5 -nitro-4-(4-methoxy-3-(6-oxo-3(1H)-pyridazinylmethyl)phenoxy)benzaldehyde). Yield: 39.8%. Reaction SMILES: CS(Cl)(=O)=O.[Br:6][C:7]1[CH:8]=[C:9]([CH:12]=[C:13]([N+:16]([O-:18])=[O:17])[C:14]=1[OH:15])[CH:10]=[O:11].[CH3:19][O:20][C:21]1[CH:26]=[CH:25][C:24](O)=[CH:23][C:22]=1[CH2:28][C:29]1[CH:34]=[CH:33][C:32](=[O:35])[NH:31][N:30]=1>N1C=CC=CC=1>[Br:6][C:7]1[CH:8]=[C:9]([CH:12]=[C:13]([N+:16]([O-:18])=[O:17])[C:14]=1[O:15][C:24]1[CH:25]=[CH:26][C:21]([O:20][CH3:19])=[C:22]([CH2:28][C:29]2[CH:34]=[CH:33][C:32](=[O:35])[NH:31][N:30]=2)[CH:23]=1)[CH:10]=[O:11]. Reported procedure: Methane sulphonyl chloride (3.6 g) was added to a solution of 3-bromo-4-hydroxy-5-nitrobenzaldehyde (7.7 g) in dry pyridine (100 ml), and the mixture heated at reflux for 10 min. A solution of 4-methoxy-3-(6-oxo-3(1H)-pyridazinylmethyl)phenol (prepared as in Example 44(a)) (6.6 g) in dry pyridine (50 ml) was then added and the resultant dark mixture heated at reflux for 1.5 hours, then allowed to cool to room temperature. The solvent was then evaporated and the residue dissolved in dichlorometha...